Task: describe an organic reaction: reactants, conditions, products, and yield. Dataset: the Open Reaction Database (ORD), a public repository of structured organic reaction records Starting materials: O=C(CCCCCC[C@H]1C(C=C[C@@H]1\C=C\CC(CCCC)(C)O)=O)CO (1,9-dioxo-16-hydroxy-1-hydroxymethyl-16-methyl-10,13-trans-prostadiene), C(C)(=O)OC(C)=O (acetic anhydride). Run in N1=CC=CC=C1 (pyridine). Run at time 18 hour. The product is O=C(CCCCCC[C@H]1C(C=C[C@@H]1\C=C\CC(CCCC)(C)O)=O)COC(C)=O (1,9-dioxo-16-hydroxy-1-acetoxymethyl-16-methyl-10,13-trans-prostadiene). As a reaction SMILES: [O:1]=[C:2]([CH2:25][OH:26])[CH2:3][CH2:4][CH2:5][CH2:6][CH2:7][CH2:8][C@@H:9]1[C@@H:13](/[CH:14]=[CH:15]/[CH2:16][C:17]([OH:23])([CH3:22])[CH2:18][CH2:19][CH2:20][CH3:21])[CH:12]=[CH:11][C:10]1=[O:24].[C:27](OC(=O)C)(=[O:29])[CH3:28]>N1C=CC=CC=1>[O:1]=[C:2]([CH2:25][O:26][C:27](=[O:29])[CH3:28])[CH2:3][CH2:4][CH2:5][CH2:6][CH2:7][CH2:8][C@@H:9]1[C@@H:13](/[CH:14]=[CH:15]/[CH2:16][C:17]([OH:23])([CH3:22])[CH2:18][CH2:19][CH2:20][CH3:21])[CH:12]=[CH:11][C:10]1=[O:24]. Procedure: To a solution of 0.1 g of 1,9-dioxo-16-hydroxy-1-hydroxymethyl-16-methyl-10,13-trans-prostadiene (Example 1214) in 0.75 ml of pyridine is added 0.026 g of acetic anhydride. After 18 hr. at room temperature, the solvent is removed at reduced pressure and the residue is chromatographed on silica gel to give the title compound.